This data is from the Open Reaction Database (ORD), a public repository of structured organic reaction records. The task is: describe an organic reaction: reactants, conditions, products, and yield Reactants: COC1=CC=C2C(=CC(N(C2=C1)CC=O)=O)C ((7-methoxy-4-methyl-2-oxoquinolin-1(2H)-yl)acetaldehyde), N1CCC(CC1)NS(=O)(=O)C1=CC2=C(OCCO2)C=C1 (N-(piperidin-4-yl)-2,3-dihydro-1,4-benzodioxin-6-sulfonamide), C(O)([O-])=O.[Na+] (sodium hydrogen carbonate), C(C)(=O)O[BH-](OC(C)=O)OC(C)=O.[Na+] (sodium triacetoxyborohydride). Run in C(C)(=O)O (acetic acid), ClCCl (dichloromethane), O (water), C(Cl)(Cl)Cl (Chloroform). Reaction conditions: time 2 hour. The product is COC1=CC=C2C(=CC(N(C2=C1)CCN1CCC(CC1)NS(=O)(=O)C1=CC2=C(OCCO2)C=C1)=O)C (N-(1-(2-(7-methoxy-4-methyl-2-oxoquinolin-1(2H)-yl)ethyl)piperidin-4-yl)-2,3-dihydro-1,4-benzodioxin-6-sulfonamide). The yield is 82.5%. Reaction SMILES: [CH3:1][O:2][C:3]1[CH:12]=[C:11]2[C:6]([C:7]([CH3:17])=[CH:8][C:9](=[O:16])[N:10]2[CH2:13][CH:14]=O)=[CH:5][CH:4]=1.[NH:18]1[CH2:23][CH2:22][CH:21]([NH:24][S:25]([C:28]2[CH:37]=[CH:36][C:31]3[O:32][CH2:33][CH2:34][O:35][C:30]=3[CH:29]=2)(=[O:27])=[O:26])[CH2:20][CH2:19]1.C(O[BH-](OC(=O)C)OC(=O)C)(=O)C.[Na+].C(=O)([O-])O.[Na+]>O.C(Cl)(Cl)Cl.C(O)(=O)C.ClCCl>[CH3:1][O:2][C:3]1[CH:12]=[C:11]2[C:6]([C:7]([CH3:17])=[CH:8][C:9](=[O:16])[N:10]2[CH2:13][CH2:14][N:18]2[CH2:19][CH2:20][CH:21]([NH:24][S:25]([C:28]3[CH:37]=[CH:36][C:31]4[O:32][CH2:33][CH2:34][O:35][C:30]=4[CH:29]=3)(=[O:27])=[O:26])[CH2:22][CH2:23]2)=[CH:5][CH:4]=1 |f:2.3,4.5|. Reported procedure: To 2 mL of dichloromethane solution containing 30 mg of (7-methoxy-4-methyl-2-oxoquinolin-1(2H)-yl)acetaldehyde, 39 mg of N-(piperidin-4-yl)-2,3-dihydro-1,4-benzodioxin-6-sulfonamide and 7.4 μl of acetic acid were added and stirred at room temperature for 2 hours. To the reaction mixture, 41 mg of sodium triacetoxyborohydride was added and stirred at the same temperature for 2 hours. Chloroform and water were added, and adjusted to pH 7.8 with aqueous saturated sodium hydrogen carbonate solution... The reactants are N1=C(N=CC=C1)N[C@@H]1CC[C@H](CC1)CCO (trans-2-[4-(pyrimidin-2-ylamino)-cyclohexyl]-ethanol), C1(=CC=CC=C1)P(C1=CC=CC=C1)C1=CC=CC=C1 (triphenylphosphine), C(Br)(Br)(Br)Br (carbon tetrabromide). Run in C(Cl)Cl (methylene chloride). Run at time 1 hour. Product: BrCC[C@@H]1CC[C@H](CC1)NC1=NC=CC=N1 (trans-[4-(2-Bromoethyl)-cyclohexyl]-pyrimidin-2-yl-amine). As a reaction SMILES: [N:1]1[CH:6]=[CH:5][CH:4]=[N:3][C:2]=1[NH:7][C@H:8]1[CH2:13][CH2:12][C@H:11]([CH2:14][CH2:15]O)[CH2:10][CH2:9]1.C1(P(C2C=CC=CC=2)C2C=CC=CC=2)C=CC=CC=1.C(Br)(Br)(Br)[Br:37]>C(Cl)Cl>[Br:37][CH2:15][CH2:14][C@H:11]1[CH2:12][CH2:13][C@H:8]([NH:7][C:2]2[N:3]=[CH:4][CH:5]=[CH:6][N:1]=2)[CH2:9][CH2:10]1. Reported procedure: A mixture of trans-2-[4-(pyrimidin-2-ylamino)-cyclohexyl]-ethanol (1.51 g, 6.9 mmol) is dissolved in a solution of methylene chloride (25 mL) containing polymer supported triphenylphosphine (2.87 g, approx 8.6 mmol). The mixture is cooled in an ice water bath, and carbon tetrabromide (2.3 g, 7.0 mmol) is added. The reaction is stirred for 1 hour, and the polymeric material was removed by filtration. The filtrate is concentrated and chromatographed on silica gel using a 2:1 mixture of chloroform ... The reactants are CN, CO, CC(C)O, COc1cc2nc(Cl)nc(-c3cccc(N)c3)c2cc1OC, C1CCOC1. Yields the product COc1cc2nc(CN)nc(-c3cccc(N)c3)c2cc1OC. As a reaction SMILES: [CH3:32][NH2:33].[CH3:34][OH:35].[CH:28]([OH:29])([CH3:30])[CH3:31].[Cl:1][c:2]1[n:3][c:4]2[cH:5][c:6]([O:21][CH3:22])[c:7]([O:19][CH3:20])[cH:8][c:9]2[c:10](-[c:12]2[cH:13][c:14]([NH2:18])[cH:15][cH:16][cH:17]2)[n:11]1.[O:23]1[CH2:24][CH2:25][CH2:26][CH2:27]1>>[c:2]1([CH2:32][NH2:33])[n:3][c:4]2[cH:5][c:6]([O:21][CH3:22])[c:7]([O:19][CH3:20])[cH:8][c:9]2[c:10](-[c:12]2[cH:13][c:14]([NH2:18])[cH:15][cH:16][cH:17]2)[n:11]1. Reactants: BrC=1C=2C3=C(C(NC2C=CC1OC)=O)SC=C3 (9-bromo-8-methoxythieno[2,3-c]quinolin-4(5H)-one), CC1(OB(OC1(C)C)C1=CC=C(C=C1)CC(C)NC(OC(C)(C)C)=O)C (tert-butyl 1-(4-(4,4,5,5-tetramethyl-1,3,2-dioxaborolan-2-yl)phenyl)propan-2-ylcarbamate). The product is COC1=C(C=2C3=C(C(NC2C=C1)=O)SC=C3)C3=CC=C(C=C3)CC(C)NC(OC(C)(C)C)=O (tert-butyl 1-(4-(8-methoxy-4-oxo-4,5-dihydrothieno[2,3-c]quinolin-9-yl)phenyl)propan-2-ylcarbamate). Yield: 53.8%. As a reaction SMILES: Br[C:2]1[C:3]2[C:4]3[CH:17]=[CH:16][S:15][C:5]=3[C:6](=[O:14])[NH:7][C:8]=2[CH:9]=[CH:10][C:11]=1[O:12][CH3:13].CC1(C)C(C)(C)OB([C:26]2[CH:31]=[CH:30][C:29]([CH2:32][CH:33]([NH:35][C:36](=[O:42])[O:37][C:38]([CH3:41])([CH3:40])[CH3:39])[CH3:34])=[CH:28][CH:27]=2)O1>>[CH3:13][O:12][C:11]1[CH:10]=[CH:9][C:8]2[NH:7][C:6](=[O:14])[C:5]3[S:15][CH:16]=[CH:17][C:4]=3[C:3]=2[C:2]=1[C:26]1[CH:27]=[CH:28][C:29]([CH2:32][CH:33]([NH:35][C:36](=[O:42])[O:37][C:38]([CH3:41])([CH3:40])[CH3:39])[CH3:34])=[CH:30][CH:31]=1. Procedure details: Following General Procedure B, 9-bromo-8-methoxythieno[2,3-c]quinolin-4(5H)-one (1.5 g, 4.4 mmol) was reacted with tert-butyl 1-(4-(4,4,5,5-tetramethyl-1,3,2-dioxaborolan-2-yl)phenyl)propan-2-ylcarbamate (2.6 g, 7.3 mmol) to afford the desired product (1.1 g, 50%) as a brown solid: ESI MS m/z 465 [C26H28N2O4S+H]+. The reactants are [N+](=O)(O)[O-] (HNO3), OS(=O)(=O)O (H2SO4), C(C)C(CO)CCCC (2-Ethylhexyl alcohol), C(C)C(CO)CCCC (2-ethylhexyl alcohol), NC(=O)N (Urea), S(=O)(=O)([O-])[O-].[Na+].[Na+] (sodium sulfate). The solvent is O (H2O). Run at time 1 hour. The product is [N+](=O)(OCC(CCCC)CC)[O-] (2-ethylhexyl nitrate). Yield: 97.0%. As a reaction SMILES: [N+:1]([O-:4])([OH:3])=[O:2].OS(O)(=O)=O.NC(N)=O.[CH2:14]([CH:16]([CH2:19][CH2:20][CH2:21][CH3:22])[CH2:17]O)[CH3:15].S([O-])([O-])(=O)=O.[Na+].[Na+]>O>[N+:1]([O-:4])([O:3][CH2:17][CH:16]([CH2:14][CH3:15])[CH2:19][CH2:20][CH2:21][CH3:22])=[O:2] |f:4.5.6|. Procedure: A reactor is charged with 13.48 parts of mixed acid containing 3.33 parts HNO3, 7.77 parts H2SO4 and 2.38 parts H2O. The mixed acid is agitated and its temperature adjusted to 25°±3° C. Urea (0.40 part) is added to the mixed acid over a period of 1/2 hour and the temperature allowed to rise to 32.5°±2.5° C. 2-Ethylhexyl alcohol (5.85 parts) are added to the reactor at a rate of 0.065 part per minute while maintaining the temperature at 32.5°±2.5° C. After addition of 2-ethylhexyl alcohol, the re...